This data is from the Open Reaction Database (ORD), a public repository of structured organic reaction records. The task is: describe an organic reaction: reactants, conditions, products, and yield Starting materials: C1(=C(C(=C(C(=C1F)F)F)N)F)N.Cl.Cl (dihydrochloride), C(C)NC(=O)C1C(C(CC1)O)O (N-ethyl-2,3-dihydroxycyclopentanecarboxamide), ClC1=C(C(NC=C1)=O)[N+](=O)[O-] (4-chloro-3-nitropyridin-2(1H)-one), ClC1=C(SC=C1)C[C@H](N)CC ((R)-3-chloro-α-ethyl-2-thiopheneethanamine). Product: ClC1=C(SC=C1)C[C@@H](CC)NC1=C(C(=NC=C1)O)[N+](=O)[O-] ((R)-N-[1-[(3-chloro-2-thienyl)methyl]propyl]-2-hydroxy-3-nitro-4-pyridinamine). RXN SMILES: C1(N)C(F)=C(F)C(F)=C(N)C=1F.Cl.Cl.C(NC(C1CCC(O)C1O)=O)C.Cl[C:28]1[CH:33]=[CH:32][NH:31][C:30](=[O:34])[C:29]=1[N+:35]([O-:37])=[O:36].[Cl:38][C:39]1[CH:43]=[CH:42][S:41][C:40]=1[CH2:44][C@@H:45]([CH2:47][CH3:48])[NH2:46]>>[Cl:38][C:39]1[CH:43]=[CH:42][S:41][C:40]=1[CH2:44][C@H:45]([NH:46][C:28]1[CH:33]=[CH:32][N:31]=[C:30]([OH:34])[C:29]=1[N+:35]([O-:37])=[O:36])[CH2:47][CH3:48] |f:0.1.2|. Procedure details: A method for preparing the dihydrochloride salt of [1S-[1a,2b,3b,4a(S*)]]-4-[7-[[1-(3-chloro-2-thienyl) methyl]propyl]amino]-3H-imidazo[4,5-b]pyridin-3-yl]-N-ethyl-2,3-dihydroxycyclopentanecarboxamide comprising the steps of reacting 4-chloro-3-nitropyridin-2(1H)-one with (R)-3-chloro-α-ethyl-2-thiopheneethanamine to form (R)-N-[1-[(3-chloro-2-thienyl)methyl]propyl]-2-hydroxy-3-nitro-4-pyridinamine, followed by replacing the hydroxy moiety of (R)-N-[1-[(3-chloro-2-thienyl)methyl]propyl]-2-hydrox... The reactants are C[O-], CN(C)C=O, N#Cc1cc(F)cc(F)c1, [Na+]. Product: COc1cc(F)cc(C#N)c1. Reaction SMILES: [CH3:11][O-:12].[CH3:14][N:15]([CH3:16])[CH:17]=[O:18].[F:1][c:2]1[cH:3][c:4]([C:5]#[N:6])[cH:7][c:8]([F:10])[cH:9]1.[Na+:13]>>[F:1][c:2]1[cH:3][c:4]([C:5]#[N:6])[cH:7][c:8]([O:12][CH3:11])[cH:9]1. The reactants are CC#N, Fc1ccc(CC2CCNCC2)cc1, O=C(O)c1cc2ccc(O)cc2[nH]1. Yields the product O=C(c1cc2ccc(O)cc2[nH]1)N1CCC(Cc2ccc(F)cc2)CC1. As a reaction SMILES: [CH3:28][C:29]#[N:30].[F:1][c:2]1[cH:3][cH:4][c:5]([CH2:6][CH:7]2[CH2:8][CH2:9][NH:10][CH2:11][CH2:12]2)[cH:13][cH:14]1.[OH:15][c:16]1[cH:17][cH:18][c:19]2[cH:20][c:21]([C:25](=[O:26])[OH:27])[nH:22][c:23]2[cH:24]1>>[F:1][c:2]1[cH:3][cH:4][c:5]([CH2:6][CH:7]2[CH2:8][CH2:9][N:10]([C:25]([c:21]3[cH:20][c:19]4[cH:18][cH:17][c:16]([OH:15])[cH:24][c:23]4[nH:22]3)=[O:26])[CH2:11][CH2:12]2)[cH:13][cH:14]1. The reactants are ( 3 ), IC (Iodomethane), FC=1C=C(C=CC1N1N=C(N=C1)C)NC(=S)N (1-(3-fluoro-4-(3-methyl-1H-1,2,4-triazol-1-yl)phenyl)thiourea). Solvent: C(C)O (ethanol). Conditions: temperature 70 celsius. Product: I.FC=1C=C(C=CC1N1N=C(N=C1)C)NC(=N)SC (methyl 3-fluoro-4-(3-methyl-1H-1,2,4-triazol-1-yl)phenylcarbamimidothioate, hydroiodide). Isolated yield 98.2%. RXN SMILES: [I:1][CH3:2].[F:3][C:4]1[CH:5]=[C:6]([NH:16][C:17]([NH2:19])=[S:18])[CH:7]=[CH:8][C:9]=1[N:10]1[CH:14]=[N:13][C:12]([CH3:15])=[N:11]1>C(O)C>[IH:1].[F:3][C:4]1[CH:5]=[C:6]([NH:16][C:17]([S:18][CH3:2])=[NH:19])[CH:7]=[CH:8][C:9]=1[N:10]1[CH:14]=[N:13][C:12]([CH3:15])=[N:11]1 |f:3.4|. Reported procedure: Step Q (3): Iodomethane (1.43 mL, 22.9 mmol) was added to a solution of 1-(3-fluoro-4-(3-methyl-1H-1,2,4-triazol-1-yl)phenyl)thiourea (5.48 g, 21.8 mmol) in absolute ethanol (200 mL). The resulting mixture was heated at 70° C. for 3 h. After cooling to rt, the reaction was chilled at −20° C. for 2 h. The precipitate was collected by vacuum filtration. The solid was dried under high vacuum to afford methyl 3-fluoro-4-(3-methyl-1H-1,2,4-triazol-1-yl)phenylcarbamimidothioate, hydroiodide (8.40 g, 2...